Dataset: the Open Reaction Database (ORD), a public repository of structured organic reaction records. Task: describe an organic reaction: reactants, conditions, products, and yield Starting materials: ClC1=NC=CC(=N1)C1=CN=C2N1C=CC(=N2)C(C)(O[Si](CC)(CC)CC)C (3-(2-chloropyrimidin-4-yl)-7-(1-methyl-1-triethylsilanyloxyethyl)imidazo[1,2-α]pyrimidine), [N+](=O)([O-])C=1C=C(C=CC1)B(O)O (3-nitrobenzeneboronic acid). The reagents and catalysts are C=1C=CC(=CC1)[P](C=2C=CC=CC2)(C=3C=CC=CC3)[Pd]([P](C=4C=CC=CC4)(C=5C=CC=CC5)C=6C=CC=CC6)([P](C=7C=CC=CC7)(C=8C=CC=CC8)C=9C=CC=CC9)[P](C=1C=CC=CC1)(C=1C=CC=CC1)C=1C=CC=CC1 (tetrakis(triphenylphosphine)palladium(0)). The solvent is C1CCOC1 (THF), C(=O)([O-])[O-].[Na+].[Na+] (Na2CO3), C(Cl)Cl (CH2Cl2). Yields the product CC(C)(O[Si](CC)(CC)CC)C1=NC=2N(C=C1)C(=CN2)C2=NC(=NC=C2)C2=CC(=CC=C2)[N+](=O)[O-] (7-(1-methyl-1-triethylsilanyloxyethyl)-3-[2-(3-nitrophenyl)pyrimidin-4-yl]imidazo[1,2-α]pyrimidine). Reaction SMILES: Cl[C:2]1[N:7]=[C:6]([C:8]2[N:12]3[CH:13]=[CH:14][C:15]([C:17]([CH3:27])([O:19][Si:20]([CH2:25][CH3:26])([CH2:23][CH3:24])[CH2:21][CH3:22])[CH3:18])=[N:16][C:11]3=[N:10][CH:9]=2)[CH:5]=[CH:4][N:3]=1.[N+:28]([C:31]1[CH:32]=[C:33](B(O)O)[CH:34]=[CH:35][CH:36]=1)([O-:30])=[O:29]>C1COCC1.C([O-])([O-])=O.[Na+].[Na+].C(Cl)Cl.C1C=CC([P]([Pd]([P](C2C=CC=CC=2)(C2C=CC=CC=2)C2C=CC=CC=2)([P](C2C=CC=CC=2)(C2C=CC=CC=2)C2C=CC=CC=2)[P](C2C=CC=CC=2)(C2C=CC=CC=2)C2C=CC=CC=2)(C2C=CC=CC=2)C2C=CC=CC=2)=CC=1>[CH3:18][C:17]([C:15]1[CH:14]=[CH:13][N:12]2[C:8]([C:6]3[CH:5]=[CH:4][N:3]=[C:2]([C:35]4[CH:34]=[CH:33][CH:32]=[C:31]([N+:28]([O-:30])=[O:29])[CH:36]=4)[N:7]=3)=[CH:9][N:10]=[C:11]2[N:16]=1)([O:19][Si:20]([CH2:25][CH3:26])([CH2:23][CH3:24])[CH2:21][CH3:22])[CH3:27] |f:3.4.5,^1:57,59,78,97|. Procedure: A mixture of 3-(2-chloropyrimidin-4-yl)-7-(1-methyl-1-triethylsilanyloxyethyl)imidazo[1,2-α]pyrimidine (prepared according to Example 34) (250 mg, 0.62 mmol), 3-nitrobenzeneboronic acid (207 mg, 1.24 mmol) and tetrakis(triphenylphosphine)palladium(0) (71 mg, 10 mol %) in THF (3 ml) and 2N Na2CO3 solution (1.24 ml, 2.48 mnmol) was heated at reflux for 2.5 h. The mixture was cooled to room temperature, diluted with CH2Cl2 (30 ml), separated and concentrated to approximately 2 ml under reduced pres... The reactants are ClC1=CC=C(C=2N1C=CN2)C(=O)C2=CC=CC=C2 ((5-Chloroimidazo[1,2-a]-pyridin-8-yl)(phenyl)methanone), BrBr (bromine). The solvent is glacial acid. Reaction conditions: time 20 hour. Product: BrC1=CN=C2N1C(=CC=C2C(=O)C2=CC=CC=C2)Cl ((3-Bromo-5-chloroimidazo[1,2-a]pyridin-8-yl)(phenyl)methanone). The yield is 100.4%. As a reaction SMILES: [Cl:1][C:2]1[N:7]2[CH:8]=[CH:9][N:10]=[C:6]2[C:5]([C:11]([C:13]2[CH:18]=[CH:17][CH:16]=[CH:15][CH:14]=2)=[O:12])=[CH:4][CH:3]=1.[Br:19]Br>>[Br:19][C:8]1[N:7]2[C:2]([Cl:1])=[CH:3][CH:4]=[C:5]([C:11]([C:13]3[CH:14]=[CH:15][CH:16]=[CH:17][CH:18]=3)=[O:12])[C:6]2=[N:10][CH:9]=1. Reported procedure: 100 mg (0.39 mmol) of (5-Chloroimidazo[1,2-a]pyridin-8-yl)(phenyl)methanone (example L, step 3) are dissolved in 5 ml glacial acid. 30 mg (0.19 mmol) of bromine are added dropwise to the solution. The mixture is stirred for 20 h at rt. The solvent is evaporated under vacuum and the crude is purified over preparative HPLC (RP 18-Column, eluent: acetonitrile-water-gradient) to yield 64 mg (49.0% of th.) (3-Bromo-5-chloroimidazo[1,2-a]pyridin-8-yl)(phenyl)methanone.